From a dataset of the Open Reaction Database (ORD), a public repository of structured organic reaction records. describe an organic reaction: reactants, conditions, products, and yield Starting materials: ClCCl, Cc1ccc(S(=O)(=O)n2cc(-c3nc(NC(C)C4CCC(O)CC4)ncc3C#N)c3cc(C(F)(F)F)cnc32)cc1. Yields the product Cc1ccc(S(=O)(=O)n2cc(-c3nc(NC(C)C4CCC(=O)CC4)ncc3C#N)c3cc(C(F)(F)F)cnc32)cc1. RXN SMILES: [Cl:42][CH2:43][Cl:44].[OH:1][CH:2]1[CH2:3][CH2:4][CH:5]([CH:8]([CH3:9])[NH:10][c:11]2[n:12][cH:13][c:14]([C:40]#[N:41])[c:15](-[c:17]3[cH:18][n:19]([S:30](=[O:31])(=[O:32])[c:33]4[cH:34][cH:35][c:36]([CH3:37])[cH:38][cH:39]4)[c:20]4[n:21][cH:22][c:23]([C:26]([F:27])([F:28])[F:29])[cH:24][c:25]34)[n:16]2)[CH2:6][CH2:7]1>>[O:1]=[C:2]1[CH2:3][CH2:4][CH:5]([CH:8]([CH3:9])[NH:10][c:11]2[n:12][cH:13][c:14]([C:40]#[N:41])[c:15](-[c:17]3[cH:18][n:19]([S:30](=[O:31])(=[O:32])[c:33]4[cH:34][cH:35][c:36]([CH3:37])[cH:38][cH:39]4)[c:20]4[n:21][cH:22][c:23]([C:26]([F:27])([F:28])[F:29])[cH:24][c:25]34)[n:16]2)[CH2:6][CH2:7]1. Reactants: OBO, O=C([O-])O, COC(=O)c1ccc(O)c(Br)c1, ClCCl, FC(F)(F)c1ccccc1, [K+], C1COCCO1. Product: COC(=O)c1ccc(O)c(-c2ccc(C(F)(F)F)cc2)c1. Reaction SMILES: [BH:13]([OH:14])[OH:15].[C:26](=[O:27])([OH:28])[O-:29].[CH3:1][O:2][C:3]([c:4]1[cH:5][c:6]([Br:11])[c:7]([OH:10])[cH:8][cH:9]1)=[O:12].[Cl:31][CH2:32][Cl:33].[F:16][C:17]([c:18]1[cH:19][cH:20][cH:21][cH:22][cH:23]1)([F:24])[F:25].[K+:30].[O:34]1[CH2:35][CH2:36][O:37][CH2:38][CH2:39]1>>[CH3:1][O:2][C:3]([c:4]1[cH:5][c:6](-[c:21]2[cH:20][cH:19][c:18]([C:17]([F:16])([F:24])[F:25])[cH:23][cH:22]2)[c:7]([OH:10])[cH:8][cH:9]1)=[O:12]. The reactants are CC(C)O, Cc1c(SCCCCSCCn2c([N+](=O)[O-])cnc2C)ccnc1CCl, Sc1nc2ccccc2[nH]1. The product is Cc1c(SCCCCSCCn2c([N+](=O)[O-])cnc2C)ccnc1CSc1nc2ccccc2[nH]1. Reaction SMILES: [CH:37]([OH:38])([CH3:39])[CH3:40].[Cl:1][CH2:2][c:3]1[n:4][cH:5][cH:6][c:7]([S:10][CH2:11][CH2:12][CH2:13][CH2:14][S:15][CH2:16][CH2:17][n:18]2[c:19]([CH3:26])[n:20][cH:21][c:22]2[N+:23](=[O:24])[O-:25])[c:8]1[CH3:9].[SH:27][c:28]1[nH:29][c:30]2[c:31]([n:32]1)[cH:33][cH:34][cH:35][cH:36]2>>[CH2:2]([c:3]1[n:4][cH:5][cH:6][c:7]([S:10][CH2:11][CH2:12][CH2:13][CH2:14][S:15][CH2:16][CH2:17][n:18]2[c:19]([CH3:26])[n:20][cH:21][c:22]2[N+:23](=[O:24])[O-:25])[c:8]1[CH3:9])[S:27][c:28]1[n:29][c:30]2[c:31]([nH:32]1)[cH:33][cH:34][cH:35][cH:36]2. The product is CC=1C(N=C=O)=CC(N=C=O)=CC1 (toluene diisocyanate). RXN SMILES: C1C([CH2:7][C:8]2[CH:13]=[CH:12][C:11]([N:14]=[C:15]=[O:16])=[CH:10][CH:9]=2)=CC=C(N=C=O)C=1.[N-:20]=[C:21]=[O:22].[N-]=C=O.CC1C(C)=C(C)C(C)=C(C)C=1C.[N-]=C=O.[N-]=C=O.COC1C=CC=CC=1C1C=CC=CC=1OC.C1(N=C=O)C(N=C=O)=CC=CC=1.[N-]=C=O.[N-]=C=O.C1C=CC(C2C=CC=CC=2)=CC=1.CC(C)(CC(C)CCN=C=O)CN=C=O.CC(CC(C)(C)CCN=C=O)CN=C=O>>[CH3:7][C:8]1[C:9](=[CH:10][C:11](=[CH:12][CH:13]=1)[N:14]=[C:15]=[O:16])[N:20]=[C:21]=[O:22] |f:1.2.3,4.5.6,8.9.10|. The reactants are C1=CC(=CC=C1CC2=CC=C(C=C2)N=C=O)N=C=O (diphenylmethane-4,4′-diisocyanate), OCN—(CH2)6—NCO naphthalene-1,5-diisocyanate, CC(CN=C=O)(CC(CCN=C=O)C)C (2,2,4-trimethylhexamethylene diisocyanate), hexamethylene-1,6-diisocyanate, C=1(C(=CC=CC1)N=C=O)N=C=O (phenylene diisocyanate), CC(CN=C=O)CC(CCN=C=O)(C)C (2,4,4-trimethylhexamethylene diisocyanate), [N-]=C=O.[N-]=C=O.C1=CC=C(C=C1)C1=CC=CC=C1 (4,4′-biphenyldiisocyanate), 3,3′-dimethyl-4,4′-bimethyl-4,4′-biphenyldiisocyanate, C1=CC(=CC=C1CC2=CC=C(C=C2)N=C=O)N=C=O (diphenylmethane-4,4′-diisocyanate), [N-]=C=O.[N-]=C=O.CC=1C(=C(C(=C(C1C)C)C)C)C (tetra-methyl xylene diisocyanate), [N-]=C=O.[N-]=C=O.COC=1C=CC=CC1C1=C(C=CC=C1)OC (3,3′-dimethoxy-4,4′-biphenyldiisocyanate). Procedure details: diphenylmethane-4,4′-diisocyanate (MDI); hydrogenated diphenylmethane-4,4′-diisocyanate (H12MDI); tetra-methyl xylene diisocyanate (TMXDI); hexamethylene-1,6-diisocyanate (HDI), of the formula OCN—(CH2)6—NCO naphthalene-1,5-diisocyanate; 3,3′-dimethoxy-4,4′-biphenyldiisocyanate; 3,3′-dimethyl-4,4′-bimethyl-4,4′-biphenyldiisocyanate; phenylene diisocyanate; 4,4′-biphenyldiisocyanate; 2,2,4-trimethylhexamethylene diisocyanate and 2,4,4-trimethylhexamethylene diisocyanate, of the formulae Reactants: CC1=C(C=CC(=C1)[N+](=O)[O-])N=C1SC(CN1)C (2-(2-methyl-4-nitrophenylimino)-5-methyl-1,3-thiazolidine), CC(CBr)=C (2-methylprop-2-en-1-yl bromide). The product is Br.CC1=C(C=CC(=C1)[N+](=O)[O-])N=C1SC(CN1CC(=C)C)C (2-(2-methyl-4-nitrophenylimino)-3-(2-methylprop-2-en-1-yl)-5-methyl-1,3-thiazolidine HBr salt). RXN SMILES: [CH3:1][C:2]1[CH:7]=[C:6]([N+:8]([O-:10])=[O:9])[CH:5]=[CH:4][C:3]=1[N:11]=[C:12]1[NH:16][CH2:15][CH:14]([CH3:17])[S:13]1.[CH3:18][C:19](=[CH2:22])[CH2:20][Br:21]>>[BrH:21].[CH3:1][C:2]1[CH:7]=[C:6]([N+:8]([O-:10])=[O:9])[CH:5]=[CH:4][C:3]=1[N:11]=[C:12]1[N:16]([CH2:20][C:19]([CH3:22])=[CH2:18])[CH2:15][CH:14]([CH3:17])[S:13]1 |f:2.3|. Reported procedure: 2-Hydroxypropylamine was converted to 2-chloropropylammonium chloride according to Method B7a. 2-Methyl-4-nitrophenyl isothiocyanate was reacted with 2-chloropropylammonium chloride according to Method C1a to give 2-(2-methyl-4-nitrophenylimino)-5-methyl-1,3-thiazolidine. The thiazolidine was reacted with 2-methylprop-2-en-1-yl bromide according to Method D2g to afford 2-(2-methyl-4-nitrophenylimino)-3-(2-methylprop-2-en-1-yl)-5-methyl-1,3-thiazolidine HBr salt. Starting materials: C(#N)C(C(=O)OCC)(C)C1=C(C(=CC=C1)OC1=C(C=CC=C1)F)OC (ethyl 2-cyano-2-[2-methoxy-3-(2-fluorophenoxy)phenyl]propionate), [OH-].[K+] (potassium hydroxide). Run in C(C)O (ethanol), O (water). Product: COC1=C(C=CC=C1OC1=C(C=CC=C1)F)C(C(=O)O)C (2-[2-methoxy-3-(2-fluorophenoxy)phenyl]propionic acid). Isolated yield 73.4%. Reaction SMILES: [C:1]([C:3]([C:10]1[CH:15]=[CH:14][CH:13]=[C:12]([O:16][C:17]2[CH:22]=[CH:21][CH:20]=[CH:19][C:18]=2[F:23])[C:11]=1[O:24][CH3:25])(C)[C:4]([O:6]CC)=[O:5])#N.[OH-].[K+]>C(O)C.O>[CH3:25][O:24][C:11]1[C:12]([O:16][C:17]2[CH:22]=[CH:21][CH:20]=[CH:19][C:18]=2[F:23])=[CH:13][CH:14]=[CH:15][C:10]=1[CH:3]([CH3:1])[C:4]([OH:6])=[O:5] |f:1.2|. Procedure: A mixture of ethyl 2-cyano-2-[2-methoxy-3-(2-fluorophenoxy)phenyl]propionate (6.2 g) and potassium hydroxide (2.1 g) in a mixture of ethanol (60 ml) and water (30 ml) was refluxed under heating for 72 hours, and the reaction mixture was evaporated. Water was added to the residue, washed with diethyl ether, acidified with conc. hydrochloric acid and extracted with diethyl ether. The extract was washed with water, dried and then evaporated to give oily 2-[2-methoxy-3-(2-fluorophenoxy)phenyl]propio... Starting materials: CCCCCC, CC(C)CCCC(C)CCO, O, BrP(Br)Br. The product is CC(C)CCCC(C)CCBr. Reaction SMILES: [CH3:17][CH2:18][CH2:19][CH2:20][CH2:21][CH3:22].[CH3:1][CH:2]([CH2:3][CH2:4][OH:5])[CH2:6][CH2:7][CH2:8][CH:9]([CH3:10])[CH3:11].[OH2:16].[P:12]([Br:13])([Br:14])[Br:15]>>[CH3:1][CH:2]([CH2:3][CH2:4][Br:13])[CH2:6][CH2:7][CH2:8][CH:9]([CH3:10])[CH3:11].